Dataset: the Open Reaction Database (ORD), a public repository of structured organic reaction records. Task: describe an organic reaction: reactants, conditions, products, and yield Reactants: C1(=CC=CC=C1)CCCC1OC2=CC=C(C=C2CC1)C(=O)O (2-(3-phenylpropyl)-6-chromanecarboxylic acid), NC1=CC=CC=2C(C=C(OC21)C2=NN=NN2)=O (8-amino-4-oxo-2-(5-1H-tetrazolyl)-4H-1-benzopyran). The product is O=C1C=C(OC2=C1C=CC=C2NC(=O)C=2C=C1CCC(OC1=CC2)CCCC2=CC=CC=C2)C2=NN=NN2 (N-[4-Oxo-2-(1H-5-tetrazolyl)-4H-1-benzopyran-8-yl]-2-(3-phenylpropyl)chromane-6-carboxamide), CO (methanol). Yield: 65.0%. RXN SMILES: [C:1]1([CH2:7][CH2:8][CH2:9][CH:10]2[CH2:19][CH2:18][C:17]3[C:12](=[CH:13][CH:14]=[C:15]([C:20]([OH:22])=O)[CH:16]=3)[O:11]2)[CH:6]=[CH:5][CH:4]=[CH:3][CH:2]=1.[NH2:23][C:24]1[C:33]2[O:32][C:31]([C:34]3[NH:38][N:37]=[N:36][N:35]=3)=[CH:30][C:29](=[O:39])[C:28]=2[CH:27]=[CH:26][CH:25]=1>>[O:39]=[C:29]1[C:28]2[CH:27]=[CH:26][CH:25]=[C:24]([NH:23][C:20]([C:15]3[CH:16]=[C:17]4[C:12](=[CH:13][CH:14]=3)[O:11][CH:10]([CH2:9][CH2:8][CH2:7][C:1]3[CH:2]=[CH:3][CH:4]=[CH:5][CH:6]=3)[CH2:19][CH2:18]4)=[O:22])[C:33]=2[O:32][C:31]([C:34]2[NH:38][N:37]=[N:36][N:35]=2)=[CH:30]1.[CH3:10][OH:11]. Procedure details: Following the process described in example 2 (point K), starting from 2-(3-phenylpropyl)-6-chromanecarboxylic acid and 8-amino-4-oxo-2-(5-1H-tetrazolyl)-4H-1-benzopyran, the title compound was prepared as a white solid which decomposes at temperatures higher than 370° C. and which was purified by crystallization in methanol (65% yield). Starting materials: CNCc1ccc(OC)cc1, CN1CCCC1=O, O=C(O)C1CCc2ccc(Oc3ccnc(Cl)c3)cc2C1, Cl, [Na+], [OH-], O. Product: COc1ccc(CN(C)c2cc(Oc3ccc4c(c3)CC(C(=O)O)CC4)ccn2)cc1. Reaction SMILES: [CH3:22][O:23][c:24]1[cH:25][cH:26][c:27]([CH2:30][NH:31][CH3:32])[cH:28][cH:29]1.[CH3:35][N:36]1[CH2:37][CH2:38][CH2:39][C:40]1=[O:41].[Cl:1][c:2]1[n:3][cH:4][cH:5][c:6]([O:8][c:9]2[cH:10][cH:11][c:12]3[c:17]([cH:18]2)[CH2:16][CH:15]([C:19](=[O:20])[OH:21])[CH2:14][CH2:13]3)[cH:7]1.[ClH:43].[Na+:34].[OH-:33].[OH2:42]>>[c:2]1([N:31]([CH2:30][c:27]2[cH:26][cH:25][c:24]([O:23][CH3:22])[cH:29][cH:28]2)[CH3:32])[n:3][cH:4][cH:5][c:6]([O:8][c:9]2[cH:10][cH:11][c:12]3[c:17]([cH:18]2)[CH2:16][CH:15]([C:19](=[O:20])[OH:21])[CH2:14][CH2:13]3)[cH:7]1.